Dataset: the Open Reaction Database (ORD), a public repository of structured organic reaction records. Task: describe an organic reaction: reactants, conditions, products, and yield Reactants: ClC1=CC=C(C(=N1)C)[N+](=O)[O-] (6-chloro-2-methyl-3-nitropyridine), C(=O)([O-])[O-].[Cs+].[Cs+] (Cs2CO3), FC1CNC1 (3-fluoroazetidine). Solvent: CCOC(=O)C (EtOAc), CN(C)C=O (DMF). Reaction conditions: temperature 80 celsius. Product: FC1CN(C1)C1=CC=C(C(=N1)C)[N+](=O)[O-] (6-(3-Fluoroazetidin-1-yl)-2-methyl-3-nitropyridine). Isolated yield 98.0%. RXN SMILES: Cl[C:2]1[N:7]=[C:6]([CH3:8])[C:5]([N+:9]([O-:11])=[O:10])=[CH:4][CH:3]=1.C([O-])([O-])=O.[Cs+].[Cs+].[F:18][CH:19]1[CH2:22][NH:21][CH2:20]1>CN(C=O)C.CCOC(C)=O>[F:18][CH:19]1[CH2:22][N:21]([C:2]2[N:7]=[C:6]([CH3:8])[C:5]([N+:9]([O-:11])=[O:10])=[CH:4][CH:3]=2)[CH2:20]1 |f:1.2.3|. Reported procedure: To a solution of 6-chloro-2-methyl-3-nitropyridine (0.5 g, 2.9 mmol) in DMF (5 mL) was added Cs2CO3 (1.9 g, 5.8 mmol) followed 3-fluoroazetidine (0.64 g, 5.8 mmol) and the reaction mixture was heated for 2 h at 80° C. The reaction mixture was then diluted with EtOAc and the organic layer was washed with saturated aqueous sodium bicarbonate solution. The organic layer was then dried over sodium sulphate and concentrated. The crude material obtained was purified by column chromatography (silica: 1... The reactants are C(C)OCC (ethyl ether), ethereal solution, Cl (hydrochloric acid), C(C)(=O)OC[C@@H]1N(CCC1)CC(C)N1C2=CC=CC=C2SC=2C=CC(=CC12)C(=O)NCCC(C)C (10-{1-[(2R)-2-acetoxymethyl-1-pyrrolidinyl]-2-propyl}-N-(3-methylbutyl)- 2-phenothiazinecarboxamide). Solvent: C(C)#N (acetonitrile). Product: Cl.C(C)(=O)OC[C@@H]1N(CCC1)CC(C)N1C2=CC=CC=C2SC=2C=CC(=CC12)C(=O)NCCC(C)C (10-{1-[(2R)-2-acetoxymethyl-1-pyrrolidinyl]-2-propyl}-N-(3-methylbutyl)-2-phenothiazinecarboxamide hydrochloride). RXN SMILES: [ClH:1].[C:2]([O:5][CH2:6][C@H:7]1[CH2:11][CH2:10][CH2:9][N:8]1[CH2:12][CH:13]([N:15]1[C:28]2[CH:27]=[C:26]([C:29]([NH:31][CH2:32][CH2:33][CH:34]([CH3:36])[CH3:35])=[O:30])[CH:25]=[CH:24][C:23]=2[S:22][C:21]2[C:16]1=[CH:17][CH:18]=[CH:19][CH:20]=2)[CH3:14])(=[O:4])[CH3:3].C(OCC)C>C(#N)C>[ClH:1].[C:2]([O:5][CH2:6][C@H:7]1[CH2:11][CH2:10][CH2:9][N:8]1[CH2:12][CH:13]([N:15]1[C:28]2[CH:27]=[C:26]([C:29]([NH:31][CH2:32][CH2:33][CH:34]([CH3:36])[CH3:35])=[O:30])[CH:25]=[CH:24][C:23]=2[S:22][C:21]2[C:16]1=[CH:17][CH:18]=[CH:19][CH:20]=2)[CH3:14])(=[O:4])[CH3:3] |f:4.5|. Procedure: A 2.2N ethereal solution (2.02 cc) of hydrochloric acid is added to a solution of 10-{1-[(2R)-2-acetoxymethyl-1-pyrrolidinyl]-2-propyl}-N-(3-methylbutyl)- 2-phenothiazinecarboxamide, L series (2.40 g) in acetonitrile (14 cc). The solution obtained is introduced dropwise into ethyl ether (400 cc), briskly stirred; a precipitate develops and the suspension is stirred for 12 hours at 25° C. The precipitate is filtered off on sintered glass, washed with ethyl ether (3×20 cc) and dried at 40° C. unde... Reactants: FC(S(=O)(=O)OC1=NN(C2=C1C(=NC=C2)OC)C(C)(C)C)(F)F (1-tert-butyl-4-methoxy-1H-pyrazolo[4,3-c]pyridin-3-yl trifluoromethanesulfonate), NC=1C=C(C=CC1)S(=O)(=O)N (3-aminobenzenesulfonamide), CC1(C2=CC=CC(=C2OC=2C(=CC=CC12)P(C1=CC=CC=C1)C1=CC=CC=C1)P(C1=CC=CC=C1)C1=CC=CC=C1)C ((9,9-dimethyl-9H-xanthene-4,5-diyl)bis(diphenylphosphine)), C([O-])([O-])=O.[Cs+].[Cs+] (cesium carbonate). The reagents and catalysts are C=1C=CC(=CC1)/C=C/C(=O)/C=C/C2=CC=CC=C2.C=1C=CC(=CC1)/C=C/C(=O)/C=C/C2=CC=CC=C2.C=1C=CC(=CC1)/C=C/C(=O)/C=C/C2=CC=CC=C2.[Pd].[Pd] (tris(dibenzylideneacetone)dipalladium). Run in C1(=CC=CC=C1)C (toluene). The product is C(C)(C)(C)N1N=C(C=2C(=NC=CC21)OC)NC=2C=C(C=CC2)S(=O)(=O)N (3-((l-tert-butyl-4-methoxy-1H-pyrazolo[4,3-c]pyridin-3-yl)amino)benzenesulfonamide). The yield is 13.9%. Reaction SMILES: FC(F)(F)S(O[C:7]1[C:11]2[C:12]([O:16][CH3:17])=[N:13][CH:14]=[CH:15][C:10]=2[N:9]([C:18]([CH3:21])([CH3:20])[CH3:19])[N:8]=1)(=O)=O.[NH2:24][C:25]1[CH:26]=[C:27]([S:31]([NH2:34])(=[O:33])=[O:32])[CH:28]=[CH:29][CH:30]=1.CC1(C)C2C=CC=C(P(C3C=CC=CC=3)C3C=CC=CC=3)C=2OC2C1=CC=CC=2P(C1C=CC=CC=1)C1C=CC=CC=1.C(=O)([O-])[O-].[Cs+].[Cs+]>C1(C)C=CC=CC=1.C1C=CC(/C=C/C(/C=C/C2C=CC=CC=2)=O)=CC=1.C1C=CC(/C=C/C(/C=C/C2C=CC=CC=2)=O)=CC=1.C1C=CC(/C=C/C(/C=C/C2C=CC=CC=2)=O)=CC=1.[Pd].[Pd]>[C:18]([N:9]1[C:10]2[CH:15]=[CH:14][N:13]=[C:12]([O:16][CH3:17])[C:11]=2[C:7]([NH:24][C:25]2[CH:26]=[C:27]([S:31]([NH2:34])(=[O:32])=[O:33])[CH:28]=[CH:29][CH:30]=2)=[N:8]1)([CH3:19])([CH3:20])[CH3:21] |f:3.4.5,7.8.9.10.11|. Procedure details: To a solution of 1-tert-butyl-4-methoxy-1H-pyrazolo[4,3-c]pyridin-3-yl trifluoromethanesulfonate (200 mg) obtained in Step C of Example 86 in toluene (20 ml) were added 3-aminobenzenesulfonamide (146 mg), tris(dibenzylideneacetone)dipalladium (51.8 mg), (9,9-dimethyl-9H-xanthene-4,5-diyl)bis(diphenylphosphine)(92.6 mg) and cesium carbonate (369 mg), and the mixture was heated overnight with reflux under nitrogen atmosphere. The reaction mixture was extracted with water and ethyl acetate, and the... Starting materials: stainless steel, C1(O)=CC(O)=CC=C1 (resorcin), CC(=O)C (acetone), C(C)O (ethanol), S(O)(O)(=O)=O (sulfuric acid), C1(=CC=CC=C1)C (toluene), C(=O)(O)[O-].[Na+] (NaHCO3). Product: C(C)OC1(OC2=CC(=CC=C2C(C1)(C)C)O)C (2-ethoxy-7-hydroxy-2,4,4-trimethylchroman). The yield is 21.4%. Reaction SMILES: [C:1]1([CH:8]=[CH:7][CH:6]=[C:4]([OH:5])[CH:3]=1)[OH:2].CC(C)=O.[CH2:13]([OH:15])[CH3:14].S(=O)(=O)(O)O.C([O-])(O)=O.[Na+].[C:26]1([CH3:32])[CH:31]=C[CH:29]=[CH:28][CH:27]=1>>[CH2:13]([O:15][C:28]1([CH3:29])[CH2:27][C:26]([CH3:32])([CH3:31])[C:8]2[C:1](=[CH:3][C:4]([OH:5])=[CH:6][CH:7]=2)[O:2]1)[CH3:14] |f:4.5|. Procedure: 50 ml stainless steel autoclave was charged with 2.2 g (20 mmol) of resorcin, 2.32 g (40 mmol) of acetone, 9.2 g (200 mmol) of ethanol, 0.2 g (2 mmol) of conc. sulfuric acid and 10 ml of toluene, then sealed and allowed to react at 100° C. for 4 hours. Then, the reaction mixture was cooled to room temperature, neutralized with saturated NaHCO3, washed with water, and toluene was distilled off under reduced pressure. The residue was purified by column chromatography on silicagel using hexane-ethy... Starting materials: C1(=CC=CC=C1)C (toluene), [OH-].C(CCC)[N+](CCCC)(CCCC)CCCC (Tetra-n-butylammonium hydroxide), P(O)(O)(O)=O (phosphoric acid), C(C)#N (acetonitrile). The solvent is O (water). The product is P(=O)(O)([O-])[O-].C(CCC)[N+](CCCC)(CCCC)CCCC.C(CCC)[N+](CCCC)(CCCC)CCCC (Bis(tetra-n-butylammonium) hydrogen phosphate). RXN SMILES: [OH-].[CH2:2]([N+:6]([CH2:15][CH2:16][CH2:17][CH3:18])([CH2:11][CH2:12][CH2:13][CH3:14])[CH2:7][CH2:8][CH2:9][CH3:10])[CH2:3][CH2:4][CH3:5].[P:19](=[O:23])([OH:22])([OH:21])[OH:20].C(#N)C.C1(C)C=CC=CC=1>O>[P:19]([O-:23])([O-:22])([OH:21])=[O:20].[CH2:15]([N+:6]([CH2:2][CH2:3][CH2:4][CH3:5])([CH2:7][CH2:8][CH2:9][CH3:10])[CH2:11][CH2:12][CH2:13][CH3:14])[CH2:16][CH2:17][CH3:18].[CH2:15]([N+:6]([CH2:2][CH2:3][CH2:4][CH3:5])([CH2:7][CH2:8][CH2:9][CH3:10])[CH2:11][CH2:12][CH2:13][CH3:14])[CH2:16][CH2:17][CH3:18] |f:0.1,6.7.8|. Procedure details: Tetra-n-butylammonium hydroxide (40% aq. w/w, about 150 g) was added dropwise to a solution of phosphoric acid (85% aq, w/w, 18 g, 0.155 mmol) in water (150 mL) until the pH reached 7. Water was then evaporated in vacuo to give a syrup which was co-evaporated with dry acetonitrile (2×400 mL) followed by dry toluene (2×400 mL). The resulting white solid (75 g) was dried in vacuo and stored over phosphorus pentoxide under vacuum until used. Starting materials: BrC1=CC(=CC(=C1)F)CBr (1-Bromo-3-(bromomethyl)-5-fluorobenzene), OCC1(CCN(CC1)C(=O)OC(C)(C)C)C1=CC=CC=C1 (tert-butyl 4-(hydroxymethyl)-4-phenylpiperidine-1-carboxylate), [H-].[Na+] (sodium hydride). Run in CN(C=O)C (dimethylformamide), O (water). Reaction conditions: temperature 0 celsius, time 1 hour. Product: BrC=1C=C(COCC2(CCN(CC2)C(=O)OC(C)(C)C)C2=CC=CC=C2)C=C(C1)F (tert-Butyl 4-((3-bromo-5-fluorobenzyloxy)methyl)-4-phenylpiperidine-1-carboxylate). RXN SMILES: [Br:1][C:2]1[CH:7]=[C:6]([F:8])[CH:5]=[C:4]([CH2:9]Br)[CH:3]=1.[OH:11][CH2:12][C:13]1([C:26]2[CH:31]=[CH:30][CH:29]=[CH:28][CH:27]=2)[CH2:18][CH2:17][N:16]([C:19]([O:21][C:22]([CH3:25])([CH3:24])[CH3:23])=[O:20])[CH2:15][CH2:14]1.[H-].[Na+]>CN(C)C=O.O>[Br:1][C:2]1[CH:3]=[C:4]([CH:5]=[C:6]([F:8])[CH:7]=1)[CH2:9][O:11][CH2:12][C:13]1([C:26]2[CH:27]=[CH:28][CH:29]=[CH:30][CH:31]=2)[CH2:18][CH2:17][N:16]([C:19]([O:21][C:22]([CH3:24])([CH3:25])[CH3:23])=[O:20])[CH2:15][CH2:14]1 |f:2.3|. Reported procedure: 1-Bromo-3-(bromomethyl)-5-fluorobenzene (0.8 g, 3.0 mmol) and tert-butyl 4-(hydroxymethyl)-4-phenylpiperidine-1-carboxylate (0.72 g, 2.5 mmol) were combined in dimethylformamide (8 mL) and cooled to 0° C. The reaction was treated with sodium hydride (120 mg, 4.98 mmol), stirred at 0° C. for 1 h, and at room temperature for 30 min. The reaction mixture was diluted with water and extracted with ethyl acetate (2×). The organic layers were pooled together, washed with brine (2×), dried over sodium s... Product: C1(=CC=CC=C1)N1C(=CC=C1)C(=O)C1=C(C(=O)O)C=CC=C1 (2-[(1-phenyl-2-pyrrolyl)carbonyl]benzoic acid). Reported procedure: Proceeding in a manner similar to that described in part A of Example 16, 14.8 g (0.1 mole) of phthalic anhydride, 16.2 g (0.2 mole) of N-methylpyrrole and 39.0 g (0.3 mole) of aluminum chloride were interacted in 50 ml of chlorobenzene to obtain 2-[(1-methyl-2-pyrrolyl)carbonyl]benzoic acid (Formula IX: R0 =R1 =R2 =R3 =H; R7 =CH3) melting at 165°-167° C. A significant infrared absorption maximum appeared at 1710 cm-1 (C=O; s). Reactants: C1(C=2C(C(=O)O1)=CC=CC2)=O (phthalic anhydride), CN1C=CC=C1 (N-methylpyrrole), [Cl-].[Al+3].[Cl-].[Cl-] (aluminum chloride). Reaction SMILES: [C:1]1(=[O:11])[O:6][C:4](=[O:5])[C:3]2=[CH:7][CH:8]=[CH:9][CH:10]=[C:2]12.[CH3:12][N:13]1[CH:17]=[CH:16][CH:15]=[CH:14]1.[Cl-].[Al+3].[Cl-].[Cl-]>ClC1C=CC=CC=1>[C:12]1([N:13]2[CH:17]=[CH:16][CH:15]=[C:14]2[C:4]([C:3]2[CH:7]=[CH:8][CH:9]=[CH:10][C:2]=2[C:1]([OH:6])=[O:11])=[O:5])[CH:4]=[CH:3][CH:2]=[CH:10][CH:9]=1 |f:2.3.4.5|. The solvent is ClC1=CC=CC=C1 (chlorobenzene). Starting materials: C1(=C(C=CC=C1)NC(OC1CCN(CC1)CCN(C)C(CCNC1=CC=C(C=C1)C(N(C)CCCN(C)C(=O)OC(C)(C)C)=O)=O)=O)C1=CC=CC=C1 (1-(2-{[3-({4-[{3-([tert-Butoxycarbonyl)(methyl)amino]propyl}(methyl)carbamoyl]phenyl}amino)propanoyl](methyl)amino}ethyl)piperidin-4-yl biphenyl-2-ylcarbamate), Cl.O1CCOCC1 (hydrochloric acid 1,4-dioxane). Solvent: C(C)O (ethanol). Reaction conditions: time 6 hour. Product: C1(=C(C=CC=C1)NC(OC1CCN(CC1)CCN(C(CCNC1=CC=C(C=C1)C(N(CCCNC)C)=O)=O)C)=O)C1=CC=CC=C1 (1-(2-{Methyl[N-(4-{methyl[3-(methylamino)propyl]carbamoyl}phenyl)-β-alanyl]amino}ethyl)piperidin-4-yl biphenyl-2-ylcarbamate). Yield: 74.2%. Reaction SMILES: [C:1]1([C:48]2[CH:53]=[CH:52][CH:51]=[CH:50][CH:49]=2)[CH:6]=[CH:5][CH:4]=[CH:3][C:2]=1[NH:7][C:8](=[O:47])[O:9][CH:10]1[CH2:15][CH2:14][N:13]([CH2:16][CH2:17][N:18]([C:20](=[O:46])[CH2:21][CH2:22][NH:23][C:24]2[CH:29]=[CH:28][C:27]([C:30](=[O:45])[N:31]([CH2:33][CH2:34][CH2:35][N:36](C(OC(C)(C)C)=O)[CH3:37])[CH3:32])=[CH:26][CH:25]=2)[CH3:19])[CH2:12][CH2:11]1.Cl.O1CCOCC1>C(O)C>[C:1]1([C:48]2[CH:49]=[CH:50][CH:51]=[CH:52][CH:53]=2)[CH:6]=[CH:5][CH:4]=[CH:3][C:2]=1[NH:7][C:8](=[O:47])[O:9][CH:10]1[CH2:11][CH2:12][N:13]([CH2:16][CH2:17][N:18]([CH3:19])[C:20](=[O:46])[CH2:21][CH2:22][NH:23][C:24]2[CH:25]=[CH:26][C:27]([C:30](=[O:45])[N:31]([CH3:32])[CH2:33][CH2:34][CH2:35][NH:36][CH3:37])=[CH:28][CH:29]=2)[CH2:14][CH2:15]1 |f:1.2|. Reported procedure: The compound (150 mg, 0.21 mmol) obtained in Example 94b was dissolved in ethanol (0.5 mL), a 4 N hydrochloric acid-1,4-dioxane solution (5.1 mL, 20.6 mmol) was added, and the mixture was stirred at room temperature under a nitrogen atmosphere for 6 hours. After the reaction was completed, the solvent was evaporated under reduced pressure. Ethyl acetate was added under ice cooling, a saturated aqueous sodium hydrogencarbonate solution was further added to neutralize the mixture and separate the ... Reactants: [N+](=O)([O-])C=1C=C(C=CC1)C(CC(=O)O)CC ((±)-3-(3-nitrophenyl)pentanoic acid), [N+](=O)([O-])C=1C=C(C=CC1)[C@H](CC(=O)O)CC ((S)-3-(3-Nitrophenyl)pentanoic Acid), S(O)(O)(=O)=O (sulfuric acid). The solvent is CO (methanol). Yields the product COC(CC(CC)C1=CC(=CC=C1)[N+](=O)[O-])=O ((±)-3-(3-Nitrophenyl)pentanoic acid methyl ester). Reaction SMILES: [N+:1]([C:4]1[CH:5]=[C:6]([CH:10]([CH2:15][CH3:16])[CH2:11][C:12]([OH:14])=[O:13])[CH:7]=[CH:8][CH:9]=1)([O-:3])=[O:2].[N+]([C:20]1C=C([C@@H](CC)CC(O)=O)C=CC=1)([O-])=O.S(=O)(=O)(O)O>CO>[CH3:20][O:13][C:12](=[O:14])[CH2:11][CH:10]([C:6]1[CH:7]=[CH:8][CH:9]=[C:4]([N+:1]([O-:3])=[O:2])[CH:5]=1)[CH2:15][CH3:16]. Procedure: To a solution of (±)-3-(3-nitrophenyl)pentanoic acid (XXIV, 30.21 g, 135 mmol, in methanol (250 mL) is added concentrated sulfuric acid (0.6 mL). The resulting mixture is heated to reflux for 3 hours. Upon cooling, the mixture is partitioned between ethyl acetate and sodium bicarbonate (5% aqueous). The aqueous layer is separated and back-extracted with two additional portions of ethyl acetate. The combined organic phases are washed with saturated aqueous sodium chloride, dried over sodium sulfa...